From a dataset of the Open Reaction Database (ORD), a public repository of structured organic reaction records. describe an organic reaction: reactants, conditions, products, and yield The reactants are C(C)(C)(C)[Si](OCCN1C(C=C(C=C1)NC(=O)C1C(C2(C(N1)CC(C)(C)C)C(NC1=CC(=CC=C12)Cl)=O)C1=C(C(=CC=C1)Cl)F)=O)(C)C (rac-(2′S,3′R,4′S,5′R)-6-chloro-4′-(3-chloro-2-fluoro-phenyl)-2′-(2,2-dimethyl-propyl)-2-oxo-1,2-dihydro-spiro[indole-3,3′-pyrrolidine]-5′-carboxylic acid {1-[2-(tert-butyl-dimethyl-silanyloxy)-ethyl]-2-oxo-1,2-dihydro-pyridin-4-yl}-amide), Cl (HCl), O1CCCC1 (tetrahydrofuran). Run at time 1 hour. Product: O=C1N(C=CC(=C1)NC(=O)C1C(C2(C(N1)CC(C)(C)C)C(NC1=CC(=CC=C12)Cl)=O)C1=C(C(=CC=C1)Cl)F)CCC (rac-(2′S,3′R,4′S,5′R)-6-chloro-4′-(3-chloro-2-fluoro-phenyl)-2′-(2,2-dimethyl-propyl)-2-oxo-1,2-dihydro-spiro[indole-3,3′-pyrrolidine]-5′-carboxylic acid (2-oxo-1-propyl-1,2-dihydro-pyridin-4-yl)-amide). RXN SMILES: C([Si](C)(C)O[CH2:7][CH2:8][N:9]1[CH:14]=[CH:13][C:12]([NH:15][C:16]([CH:18]2[NH:22][CH:21]([CH2:23][C:24]([CH3:27])([CH3:26])[CH3:25])[C:20]3([C:35]4[C:30](=[CH:31][C:32]([Cl:36])=[CH:33][CH:34]=4)[NH:29][C:28]3=[O:37])[CH:19]2[C:38]2[CH:43]=[CH:42][CH:41]=[C:40]([Cl:44])[C:39]=2[F:45])=[O:17])=[CH:11][C:10]1=[O:46])(C)(C)C.Cl.O1CCC[CH2:51]1>>[O:46]=[C:10]1[CH:11]=[C:12]([NH:15][C:16]([CH:18]2[NH:22][CH:21]([CH2:23][C:24]([CH3:27])([CH3:25])[CH3:26])[C:20]3([C:35]4[C:30](=[CH:31][C:32]([Cl:36])=[CH:33][CH:34]=4)[NH:29][C:28]3=[O:37])[CH:19]2[C:38]2[CH:43]=[CH:42][CH:41]=[C:40]([Cl:44])[C:39]=2[F:45])=[O:17])[CH:13]=[CH:14][N:9]1[CH2:8][CH2:7][CH3:51]. Procedure details: To a solution of rac-(2′S,3′R,4′S,5′R)-6-chloro-4′-(3-chloro-2-fluoro-phenyl)-2′-(2,2-dimethyl-propyl)-2-oxo-1,2-dihydro-spiro[indole-3,3′-pyrrolidine]-5′-carboxylic acid {1-[2-(tert-butyl-dimethyl-silanyloxy)-ethyl]-2-oxo-1,2-dihydro-pyridin-4-yl}-amide (0.1 g, 0.14 mmol) in tetrahydrofuran (3 mL) was added aqueous HCl solution (1N, 3 mL, 3 mmol). The reaction mixture was stirred at room temperature for 1 h. The mixture was concentrated. The residue was partitioned between ethyl acetate and aqu... Starting materials: [Fe-3](C#N)(C#N)(C#N)(C#N)(C#N)C#N.[K+].[K+].[K+] (Potassium ferricyanide), C(C1=CC=CC=C1)(=S)N (thiobenzamide), S1C=NC2=C1C=CC=C2 (benzothiazole), [Fe-3](C#N)(C#N)(C#N)(C#N)(C#N)C#N.[K+].[K+].[K+] (potassium ferricyanide), C(C1=CC=CC=C1)(=S)N (thiobenzamide), [OH-].[Na+] (NaOH). Solvent: O (water). Run at temperature 5 celsius, time 18 hour. The product is S1C=NC2=C1C=CC=C2.[Fe-3](C#N)(C#N)(C#N)(C#N)(C#N)C#N.[K+].[K+].[K+] (Potassium Ferricyanide Benzothiazole). Reaction SMILES: C(N)(=S)C1C=CC=CC=1.[S:10]1[C:14]2[CH:15]=[CH:16][CH:17]=[CH:18][C:13]=2[N:12]=[CH:11]1.[Fe-3:19]([C:30]#[N:31])([C:28]#[N:29])([C:26]#[N:27])([C:24]#[N:25])([C:22]#[N:23])[C:20]#[N:21].[K+:32].[K+].[K+].[OH-].[Na+]>O>[S:10]1[C:14]2[CH:15]=[CH:16][CH:17]=[CH:18][C:13]=2[N:12]=[CH:11]1.[Fe-3:19]([C:28]#[N:29])([C:24]#[N:25])([C:20]#[N:21])([C:22]#[N:23])([C:26]#[N:27])[C:30]#[N:31].[K+:32].[K+:32].[K+:32] |f:2.3.4.5,6.7,9.10.11.12.13|. Procedure: In this reaction, a thiobenzamide is converted to a benzothiazole in the presence of potassium ferricyanide. In a typical reaction, a thiobenzamide (1 equiv) is dissolved in NaOH (1.5 M, 39 equiv.) and the solution cooled to 5° C. with ice. Potassium ferricyanide in water (20%, 15 vol) is added and the reaction stirred at it for 18 h. The mixture is filtered and the solid washed with H2O. The solid is dissolved in DCM (20 vol), dried (Na2SO4) and the solvent removed under reduced pressure to giv... Starting materials: [N+](=O)([O-])C1=CC=NC=C1 (4-nitropyridine), N1CCOCC1 (morpholine). Run in C1CCOC1 (THF). Run at time 8 hour. Yields the product [N+](=O)([O-])C1=CC(=NC=C1)N1CCOCC1 (4-(4-Nitro-pyridin-2-yl)-morpholine). Yield: 56.5%. Reaction SMILES: [N+:1]([C:4]1[CH:9]=[CH:8][N:7]=[CH:6][CH:5]=1)([O-:3])=[O:2].[NH:10]1[CH2:15][CH2:14][O:13][CH2:12][CH2:11]1>C1COCC1>[N+:1]([C:4]1[CH:9]=[CH:8][N:7]=[C:6]([N:10]2[CH2:15][CH2:14][O:13][CH2:12][CH2:11]2)[CH:5]=1)([O-:3])=[O:2]. Procedure: To a solution of 2-chloro, 4-nitropyridine (0.2 g, 1.27 mmol) in THF (3 mL) was added morpholine (328 mg, 38.1 mmol). The reaction was heated to 80 C and stirred overnight. The solvent was evaporated and the residue purified by column chromatography (2/1 Hex/EtOAc) to yield 150 mg of the target compound. Reactants: ClC1=CN=CC(=N1)N1[C@@H]2CN([C@H](C1)C2)C(=O)OC(C)(C)C (2-[6-chloro-2-pyrazinyl]-(1S,4S)-5-tert-butoxycarbonyl-2,5-diazabicyclo-[2.2.1]-heptane), BrN1C(CCC1=O)=O (N-bromosuccinimide), [OH-].[Na+] (sodium hydroxide). Solvent: C(C)#N (acetonitrile). Conditions: time 3 hour. The product is ethyl acetate petroleum, BrC=1N=CC(=NC1Cl)N1[C@@H]2CN([C@H](C1)C2)C(=O)OC(C)(C)C (2-[5-Bromo-6-chloro-2-pyrazinyl]-(1S,4S)-5-tert-butoxycarbonyl-2,5-diazabicyclo-[2.2.1]-heptane). As a reaction SMILES: [Cl:1][C:2]1[N:7]=[C:6]([N:8]2[CH2:13][C@@H:12]3[CH2:14][C@H:9]2[CH2:10][N:11]3[C:15]([O:17][C:18]([CH3:21])([CH3:20])[CH3:19])=[O:16])[CH:5]=[N:4][CH:3]=1.[Br:22]N1C(=O)CCC1=O.[OH-].[Na+]>C(#N)C>[Br:22][C:3]1[N:4]=[CH:5][C:6]([N:8]2[CH2:13][C@@H:12]3[CH2:14][C@H:9]2[CH2:10][N:11]3[C:15]([O:17][C:18]([CH3:21])([CH3:20])[CH3:19])=[O:16])=[N:7][C:2]=1[Cl:1] |f:2.3|. Reported procedure: A mixture of 2-[6-chloro-2-pyrazinyl]-(1S,4S)-5-tert-butoxycarbonyl-2,5-diazabicyclo-[2.2.1]-heptane (10.6 g, 34.1 mmol), N-bromosuccinimide (6.06 g, 34.1 mmol) and acetonitrile (100 ml) was stirred for 3 hours. Aqueous sodium hydroxide (200 ml, 1 M) was added and the acetonitrile was evaporated. The mixture was extracted with ethyl acetate (2×200 ml). Chromatography on silica gel with ethyl acetate: petroleum (1:1) gave the title compound as free base. Yield 10.44 g (79%). The reactants are cuprous bromide, ClC1=C(C(=O)O)C=C(C=C1)Cl (2,5-Dichlorobenzoic acid), FC(C=1C=C(C=CC1)O)(F)F (3-trifluoromethylphenol), [H-].[Na+] (Sodium hydride). The solvent is C=1(C(=CC=CC1)C)C (xylene). The product is ClC=1C=C(C(=O)O)C(=CC1)OC1=CC(=CC=C1)C(F)(F)F (3-Chloro-6-(3-trifluoromethylphenoxy)benzoic Acid). The yield is 32.6%. RXN SMILES: Cl[C:2]1[CH:10]=[CH:9][C:8]([Cl:11])=[CH:7][C:3]=1[C:4]([OH:6])=[O:5].[F:12][C:13]([F:22])([F:21])[C:14]1[CH:15]=[C:16]([OH:20])[CH:17]=[CH:18][CH:19]=1.[H-].[Na+]>C1(C)C(C)=CC=CC=1>[Cl:11][C:8]1[CH:7]=[C:3]([C:2]([O:20][C:16]2[CH:17]=[CH:18][CH:19]=[C:14]([C:13]([F:12])([F:21])[F:22])[CH:15]=2)=[CH:10][CH:9]=1)[C:4]([OH:6])=[O:5] |f:2.3|. Procedure: 2,5-Dichlorobenzoic acid (5 g) and 3-trifluoromethylphenol (4.24 g) were dissolved in xylene and the solution placed under dry oxygen-free nitrogen. Sodium hydride (1.25 g) was slowly added and when effervescence had ceased, cuprous bromide was added and the solution or suspension refluxed for 6 hours. The xylene was removed by low pressure distillation. The solid residue was treated with water and acidified with dilute hydrochloric acid. The resulting oil was extracted into diethyl ether and th...